From a dataset of the Open Reaction Database (ORD), a public repository of structured organic reaction records. describe an organic reaction: reactants, conditions, products, and yield The reactants are CO, [H][H], COc1ccc(C(=O)Nc2cc(NC(=O)c3cccc([N+](=O)[O-])c3)ccc2C)cc1OC. Yields the product COc1ccc(C(=O)Nc2cc(NC(=O)c3cccc(N)c3)ccc2C)cc1OC. RXN SMILES: [CH3:35][OH:36].[H:33][H:34].[N+:1]([O-:2])(=[O:3])[c:4]1[cH:5][c:6]([C:7](=[O:8])[NH:9][c:10]2[cH:11][cH:12][c:13]([CH3:29])[c:14]([NH:16][C:17]([c:18]3[cH:19][c:20]([O:26][CH3:27])[c:21]([O:24][CH3:25])[cH:22][cH:23]3)=[O:28])[cH:15]2)[cH:30][cH:31][cH:32]1>>[NH2:1][c:4]1[cH:5][c:6]([C:7](=[O:8])[NH:9][c:10]2[cH:11][cH:12][c:13]([CH3:29])[c:14]([NH:16][C:17]([c:18]3[cH:19][c:20]([O:26][CH3:27])[c:21]([O:24][CH3:25])[cH:22][cH:23]3)=[O:28])[cH:15]2)[cH:30][cH:31][cH:32]1. Reactants: COc1ccc(C2NCCc3c2[nH]c2ccccc32)cc1, CS(C)=O, CCN(C(C)C)C(C)C, Clc1ncnc2[nH]ncc12. Product: COc1ccc(C2c3[nH]c4ccccc4c3CCN2c2ncnc3[nH]ncc23)cc1. RXN SMILES: [CH3:1][O:2][c:3]1[cH:4][cH:5][c:6]([CH:9]2[NH:10][CH2:11][CH2:12][c:13]3[c:14]2[nH:15][c:16]2[cH:17][cH:18][cH:19][cH:20][c:21]32)[cH:7][cH:8]1.[CH3:32][S:33]([CH3:34])=[O:35].[CH:36]([N:37]([CH2:38][CH3:39])[CH:40]([CH3:41])[CH3:42])([CH3:43])[CH3:44].[Cl:22][c:23]1[c:24]2[c:25]([n:26][cH:27][n:28]1)[nH:29][n:30][cH:31]2>>[CH3:1][O:2][c:3]1[cH:4][cH:5][c:6]([CH:9]2[N:10]([c:23]3[c:24]4[c:25]([n:26][cH:27][n:28]3)[nH:29][n:30][cH:31]4)[CH2:11][CH2:12][c:13]3[c:14]2[nH:15][c:16]2[cH:17][cH:18][cH:19][cH:20][c:21]32)[cH:7][cH:8]1. Reactants: C1CCNCC1, CC(=O)CC(C)=O, CC(=O)O, Cc1ccccc1, O=Cc1cc(Cl)cc(Cl)c1. Product: CC(=O)C(=Cc1cc(Cl)cc(Cl)c1)C(C)=O. RXN SMILES: [CH2:5]1[CH2:6][CH2:7][NH:8][CH2:9][CH2:10]1.[CH3:11][C:12]([CH2:13][C:14]([CH3:15])=[O:16])=[O:17].[CH3:1][C:2](=[O:3])[OH:4].[CH3:28][c:29]1[cH:30][cH:31][cH:32][cH:33][cH:34]1.[Cl:18][c:19]1[cH:20][c:21]([CH:22]=[O:23])[cH:24][c:25]([Cl:27])[cH:26]1>>[CH3:11][C:12]([C:13]([C:14]([CH3:15])=[O:16])=[CH:22][c:21]1[cH:20][c:19]([Cl:18])[cH:26][c:25]([Cl:27])[cH:24]1)=[O:17].